describe an organic reaction: reactants, conditions, products, and yield From a dataset of the Open Reaction Database (ORD), a public repository of structured organic reaction records. The reactants are ClC=1C=C(C=CC1Cl)C=1C(N(C(C1)=O)CC)=O (3-(3,4-dichlorophenyl)-1-ethyl-1H-pyrrole-2,5-dione), C1=CC=CCC1 (1,3-cyclohexadiene), diene. Reagents/catalysts: CN(C)C=1C=CC2=C(C1)SC3=CC(=[N+](C)C)C=CC3=N2 (methylene blue). The solvent is ClCCl (dichloromethane). Yields the product ClC=1C=C(C=CC1Cl)C12C(N(C(C2C2C=CC1CC2)=O)CC)=O (3a-(3,4-dichlorophenyl)-2-ethyl-3a,4,7,7a-tetrahydro-4,7-ethano-1H-isoindol-1,3(2H)-dione). The yield is 57.4%. As a reaction SMILES: [Cl:1][C:2]1[CH:3]=[C:4]([C:9]2[C:10](=[O:17])[N:11]([CH2:15][CH3:16])[C:12](=[O:14])[CH:13]=2)[CH:5]=[CH:6][C:7]=1[Cl:8].[CH:18]1[CH2:23][CH2:22][CH:21]=[CH:20][CH:19]=1>ClCCl.CN(C1C=CC2N=C3C(=CC(C=C3)=[N+](C)C)SC=2C=1)C>[Cl:1][C:2]1[CH:3]=[C:4]([C:9]23[CH:20]4[CH2:21][CH2:22][CH:23]([CH:18]=[CH:19]4)[CH:13]2[C:12](=[O:14])[N:11]([CH2:15][CH3:16])[C:10]3=[O:17])[CH:5]=[CH:6][C:7]=1[Cl:8]. Reported procedure: A solution of 7.5 g of the above maleimide, 2.25 g of 1,3-cyclohexadiene, and 10 mg of methylene blue in 25 ml of dichloromethane was heated at reflux for 5 hours, then an additional one ml of the diene was added and the solution was heated for 24 hours. The cooled reaction mixture was subjected to high pressure liquid chromatography on a silica gel column eluting with hexane:ethyl acetate (4:1) and gave 5.58 g of 3a-(3,4-dichlorophenyl)-2-ethyl-3a,4,7,7a-tetrahydro-4,7-ethano-1H-isoindol-1,3(2H... The reactants are COC(C1=CC=C(C=C1)C(C(F)(F)F)OC(=S)OC1=CC=CC=C1)=O (4-(2,2,2-Trifluoro-1-phenoxythiocarbonyloxy-ethyl)-benzoic acid methyl ester), CC(C)(C#N)N=NC(C)(C)C#N (AIBN), C(CCC)[SnH](CCCC)CCCC (Tri-n-butyltin hydride). Run in C1(=CC=CC=C1)C (toluene). Conditions: temperature 80 celsius, time 2 hour. Yields the product COC(C1=CC=C(C=C1)CC(F)(F)F)=O (4-(2,2,2-trifluoro-ethyl)-benzoic acid methyl ester). Isolated yield 93.4%. Reaction SMILES: [CH3:1][O:2][C:3](=[O:25])[C:4]1[CH:9]=[CH:8][C:7]([CH:10](OC(OC2C=CC=CC=2)=S)[C:11]([F:14])([F:13])[F:12])=[CH:6][CH:5]=1.CC(N=NC(C#N)(C)C)(C#N)C.C([SnH](CCCC)CCCC)CCC>C1(C)C=CC=CC=1>[CH3:1][O:2][C:3](=[O:25])[C:4]1[CH:5]=[CH:6][C:7]([CH2:10][C:11]([F:13])([F:12])[F:14])=[CH:8][CH:9]=1. Procedure: 4-(2,2,2-Trifluoro-1-phenoxythiocarbonyloxy-ethyl)-benzoic acid methyl ester (462.8 mg, 1.25 mmol) and AIBN (41.0 mg, 0.25 mmol) were dissolved in ultrasonically degassed toluene (12.5 mL). Tri-n-butyltin hydride (0.50 mL, 1.874 mmol) was added and the mixture was heated with stirring at 80° C. for two hours. The reaction solution was concentrated under reduced pressure, and the resulting residue was purified by silica gel column chromatography to give 4-(2,2,2-trifluoro-ethyl)-benzoic acid meth...